From a dataset of the Open Reaction Database (ORD), a public repository of structured organic reaction records. describe an organic reaction: reactants, conditions, products, and yield The reactants are CCCCCC (hexane), N1=CC=CC=C1 (pyridine), CN(C(C1=CC(=C(C=C1)N)N)=O)OC (N-[methyl] N-[methoxy] 3,4-diaminobenzamide), C(C)(C)S(=O)(=O)Cl (isopropylsulfonyl chloride). Run in C(C)(=O)OCC (ethyl acetate), ClCCl (dichloromethane). Conditions: temperature 0 celsius, time 30 minute. The product is CN(C(C1=CC(=C(C=C1)N)NS(=O)(=O)C(C)C)=O)OC (N-[methyl] N-[methoxy] 3-(isopropylsulfonyl)amino-4-aminobenzamide). Yield: 40.0%. RXN SMILES: N1C=CC=CC=1.[CH3:7][N:8]([O:19][CH3:20])[C:9](=[O:18])[C:10]1[CH:15]=[CH:14][C:13]([NH2:16])=[C:12]([NH2:17])[CH:11]=1.[CH:21]([S:24](Cl)(=[O:26])=[O:25])([CH3:23])[CH3:22].CCCCCC>ClCCl.C(OCC)(=O)C>[CH3:7][N:8]([O:19][CH3:20])[C:9](=[O:18])[C:10]1[CH:15]=[CH:14][C:13]([NH2:16])=[C:12]([NH:17][S:24]([CH:21]([CH3:23])[CH3:22])(=[O:26])=[O:25])[CH:11]=1. Reported procedure: Add dry pyridine (234 mL, 2.94 moles) to a cold (0° C.) solution of N-[methyl] N-[methoxy] 3,4-diaminobenzamide (135 g, 0.69 moles) in 1 liter of dry dichloromethane under a nitrogen atomosphere. Add isopropylsulfonyl chloride (85.4 mL, 0.76 moles) at 0° C. over 30 minutes, stir the mixture 0° C. for another 30 minutes, and then at room temperature overnight. Concentrate the reaction mixture under reduced pressure and partition the residue with diethyl ether (1 L) and 5 N hydrochloric acid (1 L)... Starting materials: CNCC=O, Cc1nnc(N=C=O)s1, c1ccccc1. Yields the product Cc1nnc(NC(=O)N(C)CC=O)s1. RXN SMILES: [CH3:10][NH:11][CH2:12][CH:13]=[O:14].[CH3:1][c:2]1[n:3][n:4][c:5]([N:7]=[C:8]=[O:9])[s:6]1.[cH:15]1[cH:16][cH:17][cH:18][cH:19][cH:20]1>>[CH3:1][c:2]1[n:3][n:4][c:5]([NH:7][C:8](=[O:9])[N:11]([CH3:10])[CH2:12][CH:13]=[O:14])[s:6]1. Conditions: time 25 hour. Reactants: OC=1C=C2CCC(C2=CC1)=O (5-hydroxy-indan-1-one), 4-N,N-dimethylaminopyridine, C(C)(=O)OC(C)=O (acetic anhydride). RXN SMILES: [OH:1][C:2]1[CH:3]=[C:4]2[C:8](=[CH:9][CH:10]=1)[C:7](=[O:11])[CH2:6][CH2:5]2.[C:12](OC(=O)C)(=[O:14])[CH3:13]>C(Cl)Cl>[O:11]=[C:7]1[C:8]2[C:4](=[CH:3][C:2]([O:1][C:12](=[O:14])[CH3:13])=[CH:10][CH:9]=2)[CH2:5][CH2:6]1. Reported procedure: To a solution of 5-hydroxy-indan-1-one (1600 mg, 10.8 mmol)in CH2Cl2 (20 mL) at 23° C. were added 4-N,N-dimethylaminopyridine (1830 mg, 15 mmol) and acetic anhydride (1500 mg, 1.4 mL, 15 mmol). The reaction mixture was stirred for 25 hours, quenched with 10% hydrochloric acid (HCl) (20 mL) and diluted with CHCl3 (500 mL). The organic layer was separated and washed with saturated aqueous NaHCO3 (20 mL), dried (MgSO4)and concentrated in vacuo. 1H NMR (250 MHz, CDCl3): d 7.78 (d, 2 H), 7.21 (s, 1 H... The solvent is C(Cl)Cl (CH2Cl2). Yields the product O=C1CCC2=CC(=CC=C12)OC(C)=O (Acetic acid 1-oxo-indan-5-yl ester). Reactants: C(CCC)N(CC)C1=NC(=NC(=C1CC)Cl)C (butyl-(6-chloro-2-methyl-5-ethyl-pyrimidin-4-yl)-ethylamine), CC1=C(N)C(=CC(=C1)C)C (2,4,6-trimethylaniline). Product: C(CCC)N(C1=NC(=NC(=C1CC)NC1=C(C=C(C=C1C)C)C)C)CC (N-Butyl-N-ethyl-2-methyl-5-ethyl-N′-(2,4,6-trimethylphenyl)-pyrimidine-4,6-diamine). Isolated yield 209.4%. Reaction SMILES: [CH2:1]([N:5]([C:8]1[C:13]([CH2:14][CH3:15])=[C:12](Cl)[N:11]=[C:10]([CH3:17])[N:9]=1)[CH2:6][CH3:7])[CH2:2][CH2:3][CH3:4].[CH3:18][C:19]1[CH:25]=[C:24]([CH3:26])[CH:23]=[C:22]([CH3:27])[C:20]=1[NH2:21]>>[CH2:1]([N:5]([CH2:6][CH3:7])[C:8]1[C:13]([CH2:14][CH3:15])=[C:12]([NH:21][C:20]2[C:22]([CH3:27])=[CH:23][C:24]([CH3:26])=[CH:25][C:19]=2[CH3:18])[N:11]=[C:10]([CH3:17])[N:9]=1)[CH2:2][CH2:3][CH3:4]. Procedure details: A mixture of butyl-(6-chloro-2-methyl-5-ethyl-pyrimidin-4-yl)-ethylamine (200 mg, 0.78 mmol) and 2,4,6-trimethylaniline (0.963 g, 7.1 mmol) was heated at reflux for 4 hours. The mixture was quenched with water and extracted with ethyl acetate. The organic layer was washed with saturated potassium carbonate and brine, dried and concentrated to give a dark oil. The oil was distilled to give 579 mg of the dark oil which was then purified through silica gel column chromatography using chloroform as ... The reactants are solid, Cl.Cl.Cl.O1CCC=2C1=C(N=CC2)N2CCN(CC2)CC[C@@H]2CC[C@H](CC2)N (trans-4-{2-[4-(2,3-dihydro-furo[2,3-c]pyridin-7-yl)-piperazin-1-yl]-ethyl}-cyclohexylamine trihydrochloride), Cl.Cl.Cl.O1CCC=2C1=C(N=CC2)N2CCN(CC2)CC[C@@H]2CC[C@H](CC2)N (trans-4-{2-[4-(2,3-dihydro-furo[2,3-c]pyridin-7-yl)-piperazin-1-yl]-ethyl}-cyclohexylamine trihydrochloride), COCC(=O)O (methoxy-acetic acid). Yields the product O1CCC=2C1=C(N=CC2)N2CCN(CC2)CC[C@@H]2CC[C@H](CC2)NC(COC)=O (trans-N-(4-{2-[4-(2,3-Dihydro-furo[2,3-c]pyridin-7-yl)-piperazin-1-yl]-ethyl}-cyclohexyl)-2-methoxy-acetamide). As a reaction SMILES: Cl.Cl.Cl.[O:4]1[C:8]2=[C:9]([N:13]3[CH2:18][CH2:17][N:16]([CH2:19][CH2:20][C@H:21]4[CH2:26][CH2:25][C@H:24]([NH2:27])[CH2:23][CH2:22]4)[CH2:15][CH2:14]3)[N:10]=[CH:11][CH:12]=[C:7]2[CH2:6][CH2:5]1.[CH3:28][O:29][CH2:30][C:31](O)=[O:32]>>[O:4]1[C:8]2=[C:9]([N:13]3[CH2:18][CH2:17][N:16]([CH2:19][CH2:20][C@H:21]4[CH2:26][CH2:25][C@H:24]([NH:27][C:31](=[O:32])[CH2:30][O:29][CH3:28])[CH2:23][CH2:22]4)[CH2:15][CH2:14]3)[N:10]=[CH:11][CH:12]=[C:7]2[CH2:6][CH2:5]1 |f:0.1.2.3|. Procedure details: The title compound, white solid (92 mg, 76%), MS (ISP) m/z=403.5 [(M+H)+], mp 126.5° C., was prepared in accordance with the general method of example 6 from trans-4-{2-[4-(2,3-dihydro-furo[2,3-c]pyridin-7-yl)-piperazin-1-yl]-ethyl}-cyclohexylamine trihydrochloride (intermediate B) (132 mg, 0.3 mmol) and methoxy-acetic acid. Starting materials: FC=1C=C(C=C(C1OCOC)F)CCC(=O)OCC (ethyl 3,5-difluoro-4-(methoxymethoxy)benzenepropanoate), Cl (hydrochloric acid), O (water). Solvent: C(C)O (ethanol). Run at temperature 50 celsius, time 1 hour. Yields the product FC=1C=C(C=C(C1O)F)CCC(=O)OCC (Ethyl 3,5-difluoro-4-hydroxybenzenepropanoate). Isolated yield 87.9%. As a reaction SMILES: [F:1][C:2]1[CH:3]=[C:4]([CH2:13][CH2:14][C:15]([O:17][CH2:18][CH3:19])=[O:16])[CH:5]=[C:6]([F:12])[C:7]=1[O:8]COC.Cl.O>C(O)C>[F:1][C:2]1[CH:3]=[C:4]([CH2:13][CH2:14][C:15]([O:17][CH2:18][CH3:19])=[O:16])[CH:5]=[C:6]([F:12])[C:7]=1[OH:8]. Procedure: To a solution of ethyl 3,5-difluoro-4-(methoxymethoxy)benzenepropanoate (2.3 g, 8.4 mmol) in ethanol (12 mL) was added hydrochloric acid (0.5 mL), and the mixture was stirred at 50° C. for 1 hour. After the reaction solution was returned to room temperature, water was added thereto, and the reaction mixture was extracted with ethyl acetate. The extract was washed with water, and then concentrated under reduced pressure. The residue was purified with silica gel column chromatography (hexane/ethyl... RXN SMILES: [C:1]([O:5][C:6]([N:8]1[CH2:13][CH2:12][N:11]([C:14](=[O:26])[C:15]2[CH:20]=[C:19]([S:21]([CH3:24])(=[O:23])=[O:22])[CH:18]=[CH:17][C:16]=2I)[CH:10]([CH3:27])[CH2:9]1)=[O:7])([CH3:4])([CH3:3])[CH3:2].[NH:28]1[CH2:33][CH2:32][O:31][CH2:30][CH2:29]1>>[C:1]([O:5][C:6]([N:8]1[CH2:13][CH2:12][N:11]([C:14](=[O:26])[C:15]2[CH:20]=[C:19]([S:21]([CH3:24])(=[O:23])=[O:22])[CH:18]=[CH:17][C:16]=2[N:28]2[CH2:33][CH2:32][O:31][CH2:30][CH2:29]2)[CH:10]([CH3:27])[CH2:9]1)=[O:7])([CH3:4])([CH3:3])[CH3:2]. The reactants are C(C)(C)(C)OC(=O)N1CC(N(CC1)C(C1=C(C=CC(=C1)S(=O)(=O)C)I)=O)C (rac-4-(2-Iodo-5-methanesulfonyl-benzoyl)-3-methyl-piperazine-1-carboxylic acid tert-butyl ester), N1CCOCC1 (morpholine). Yield: 88.0%. Reported procedure: rac-4-(2-Iodo-5-methanesulfonyl-benzoyl)-3-methyl-piperazine-1-carboxylic acid tert-butyl ester (400 mg, 0.78 mmol) was poured into morpholine (5.0 ml) and the reaction mixture was stirred for 15 h at 100° C. before being concentrated in vacuo. The residue was then purified by column chromatography (SiO2, 20 g, dichloromethane/methanol=0-5%) to give the title compound as a colorless foam (322 mg, 88%). MS (m/e): 468.3 (M+H+). Conditions: temperature 100 celsius, time 15 hour. Product: C(C)(C)(C)OC(=O)N1CC(N(CC1)C(C1=C(C=CC(=C1)S(=O)(=O)C)N1CCOCC1)=O)C (rac-4-(5-Methanesulfonyl-2-morpholin-4-yl-benzoyl)-3-methyl-piperazine-1-carboxylic acid tert-butyl ester). The reactants are COCN1C(C)=NC(C)=C(C(=O)O)C1c1ccc(F)c(F)c1, CCN=C=NCCCN(C)C, COC(=O)C1(c2ccccc2)CCN(CCCN)CC1, CN(C)c1ccncc1, ClCCl, Cl. Product: COCN1C(C)=NC(C)=C(C(=O)NCCCN2CCC(C(=O)OC)(c3ccccc3)CC2)C1c1ccc(F)c(F)c1. RXN SMILES: [C:1](=[O:2])([OH:3])[C:4]1=[C:5]([CH3:22])[N:6]=[C:7]([CH3:21])[N:8]([CH2:18][O:19][CH3:20])[CH:9]1[c:10]1[cH:11][c:12]([F:17])[c:13]([F:16])[cH:14][cH:15]1.[CH3:24][N:25]([CH3:26])[CH2:27][CH2:28][CH2:29][N:30]=[C:31]=[N:32][CH2:33][CH3:34].[CH3:35][O:36][C:37](=[O:38])[C:39]1([c:49]2[cH:50][cH:51][cH:52][cH:53][cH:54]2)[CH2:40][CH2:41][N:42]([CH2:45][CH2:46][CH2:47][NH2:48])[CH2:43][CH2:44]1.[CH3:55][N:56]([CH3:57])[c:58]1[cH:59][cH:60][n:61][cH:62][cH:63]1.[Cl:64][CH2:65][Cl:66].[ClH:23]>>[C:1](=[O:3])([C:4]1=[C:5]([CH3:22])[N:6]=[C:7]([CH3:21])[N:8]([CH2:18][O:19][CH3:20])[CH:9]1[c:10]1[cH:11][c:12]([F:17])[c:13]([F:16])[cH:14][cH:15]1)[NH:48][CH2:47][CH2:46][CH2:45][N:42]1[CH2:41][CH2:40][C:39]([C:37]([O:36][CH3:35])=[O:38])([c:49]2[cH:50][cH:51][cH:52][cH:53][cH:54]2)[CH2:44][CH2:43]1. Reactants: CCOC(=O)c1c(O)c2c(-c3ccc(Br)cc3)csc2[nH]c1=O, C1CCOC1, [K+], [K+], [K+], CC(=O)[O-], CC(=O)[O-], O, OB(O)c1ccccc1O, O=P([O-])([O-])[O-], [Pd+2]. Yields the product CCOC(=O)c1c(O)c2c(-c3ccc(-c4ccccc4O)cc3)csc2[nH]c1=O. Reaction SMILES: [CH2:1]([CH3:2])[O:3][C:4](=[O:5])[c:6]1[c:7]([OH:23])[c:8]2[c:9]([nH:10][c:11]1=[O:12])[s:13][cH:14][c:15]2-[c:16]1[cH:17][cH:18][c:19]([Br:22])[cH:20][cH:21]1.[CH2:42]1[O:43][CH2:44][CH2:45][CH2:46]1.[K+:39].[K+:40].[K+:41].[O-:48][C:49]([CH3:50])=[O:51].[O-:52][C:53]([CH3:54])=[O:55].[OH2:56].[OH:24][c:25]1[c:26]([B:31]([OH:32])[OH:33])[cH:27][cH:28][cH:29][cH:30]1.[P:34]([O-:35])([O-:36])([O-:37])=[O:38].[Pd+2:47]>>[CH2:1]([CH3:2])[O:3][C:4](=[O:5])[c:6]1[c:7]([OH:23])[c:8]2[c:9]([nH:10][c:11]1=[O:12])[s:13][cH:14][c:15]2-[c:16]1[cH:17][cH:18][c:19](-[c:26]2[c:25]([OH:24])[cH:30][cH:29][cH:28][cH:27]2)[cH:20][cH:21]1.